describe an organic reaction: reactants, conditions, products, and yield From a dataset of the Open Reaction Database (ORD), a public repository of structured organic reaction records. Starting materials: CC(Cl)c1cccnc1, CS(=O)(=O)c1ccc(C(=O)O)cc1. Reagents/catalysts: O=C([O-])[O-].[Cs+].[Cs+] (cesium carbonate), [I-].[K+] (potassium iodide). Run in CN(C)C=O (DMF), CN(C)C=O (dmf), CN(C)C=O (DMF). Reaction conditions: temperature 70 celsius, time 16 hour. Yields the product CC(OC(=O)c1ccc(S(C)(=O)=O)cc1)c1cccnc1. The reactants are Cl.C(C)OC(=O)N1CCC2=NC=3C=CC=C(C3C(=C2CC1)C)[N+](=O)[O-] (1,2,4,5-Tetrahydro-11-methyl-10-nitro-3-azepino[4,5-b]quinoline-carboxylic acid ethyl ester hydrochloride), tin-II-chloride. Solvent: Cl (hydrochloric acid). Yields the product C(C)OC(=O)N1CCC2=NC=3C=CC=C(C3C(=C2CC1)C)N (10-Amino-1,2,4,5-tetrahydro-11-methyl-3-azepino[4,5-b]quinoline-carboxylic acid ethyl ester). Isolated yield 26.0%. As a reaction SMILES: Cl.[CH2:2]([O:4][C:5]([N:7]1[CH2:21][CH2:20][C:19]2[C:10](=[N:11][C:12]3[CH:13]=[CH:14][CH:15]=[C:16]([N+:23]([O-])=O)[C:17]=3[C:18]=2[CH3:22])[CH2:9][CH2:8]1)=[O:6])[CH3:3]>Cl>[CH2:2]([O:4][C:5]([N:7]1[CH2:21][CH2:20][C:19]2[C:10](=[N:11][C:12]3[CH:13]=[CH:14][CH:15]=[C:16]([NH2:23])[C:17]=3[C:18]=2[CH3:22])[CH2:9][CH2:8]1)=[O:6])[CH3:3] |f:0.1|. Procedure details: 10-Amino-1,2,4,5-tetrahydro-11-methyl-3-azepino[4,5-b]quinoline-carboxylic acid ethyl ester was prepared by reducing the corresponding 10-nitro compound (see Example 91) with tin-II-chloride in concentrated hydrochloric acid. Starting materials: CS(=O)(=O)O (MeSO3H), C(C)OC(CC)(OCC)OCC (1,1,1-triethoxypropane), C(#N)C1=CC=C(C=C1)C1CCN(CC1)C(=O)C=1C(=CC(=C(C(=O)NN)C1)C1CCC1)C (5-(4-(4-cyanophenyl)piperidine-1-carbonyl)-2-cyclobutyl-4-methylbenzohydrazide), C(#N)C1=CC=C(C=C1)C1CCN(CC1)C(=O)C=1C(=CC(=C(C(=O)NN)C1)C1CCC1)C (5-(4-(4-cyanophenyl)piperidine-1-carbonyl)-2-cyclobutyl-4-methylbenzohydrazide). The solvent is O1CCOCC1 (dioxane), C(C)(=O)OCC (ethyl acetate). Run at temperature 110 celsius, time 20 minute. Product: C1(CCC1)C1=CC(=C(C(=O)N2CCC(CC2)C2=CC=C(C#N)C=C2)C=C1C=1OC(=NN1)CC)C (4-(1-(4-Cyclobutyl-5-(5-ethyl-1,3,4-oxadiazol-2-yl)-2-methylbenzoyl)piperidin-4-yl)benzonitrile). Isolated yield 78.8%. Reaction SMILES: [C:1]([C:3]1[CH:8]=[CH:7][C:6]([CH:9]2[CH2:14][CH2:13][N:12]([C:15]([C:17]3[C:18]([CH3:31])=[CH:19][C:20]([CH:27]4[CH2:30][CH2:29][CH2:28]4)=[C:21]([CH:26]=3)[C:22]([NH:24][NH2:25])=[O:23])=[O:16])[CH2:11][CH2:10]2)=[CH:5][CH:4]=1)#[N:2].CS(O)(=O)=O.C(O[C:40](OCC)(OCC)[CH2:41][CH3:42])C>O1CCOCC1.C(OCC)(=O)C>[CH:27]1([C:20]2[C:21]([C:22]3[O:23][C:40]([CH2:41][CH3:42])=[N:25][N:24]=3)=[CH:26][C:17]([C:15]([N:12]3[CH2:11][CH2:10][CH:9]([C:6]4[CH:5]=[CH:4][C:3]([C:1]#[N:2])=[CH:8][CH:7]=4)[CH2:14][CH2:13]3)=[O:16])=[C:18]([CH3:31])[CH:19]=2)[CH2:30][CH2:29][CH2:28]1. Reported procedure: To a round-bottom flask was added a solution of 5-(4-(4-cyanophenyl)piperidine-1-carbonyl)-2-cyclobutyl-4-methylbenzohydrazide (compound 230.4, 150 mg, 0.360 mmol, 1.00 equiv) in dioxane (5 mL). MeSO3H (7 mg, 0.07 mmol, 0.20 equiv), and 1,1,1-triethoxypropane (190 mg, 1.08 mmol, 3.00 equiv) were added to the reaction. The resulting solution was stirred for 20 min at 110° C., then cooled to room temperature and diluted with 50 mL of ethyl acetate. The organic layer was washed with 2×20 mL of wate... Starting materials: BrC1=C(C(C2=CC=C(C=C2)Cl)O)C=CC=C1 (2-bromo-α-(4-chlorophenyl)benzyl alcohol), S(=O)(Cl)Cl (thionyl chloride). Run in ClCCl (dichloromethane). Conditions: time 8 hour. Yields the product BrC1=C(C=CC=C1)C(C1=CC=C(C=C1)Cl)Cl ((2-bromophenyl)chloro(4-chlorophenyl)methane). The yield is 76.0%. RXN SMILES: [Br:1][C:2]1[CH:16]=[CH:15][CH:14]=[CH:13][C:3]=1[CH:4](O)[C:5]1[CH:10]=[CH:9][C:8]([Cl:11])=[CH:7][CH:6]=1.S(Cl)([Cl:19])=O>ClCCl>[Br:1][C:2]1[CH:16]=[CH:15][CH:14]=[CH:13][C:3]=1[CH:4]([Cl:19])[C:5]1[CH:10]=[CH:9][C:8]([Cl:11])=[CH:7][CH:6]=1. Procedure: The crude benzhydryl alcohol from above (31.8 g, 107 mmole) was dissolved in 150 ml of dichloromethane and 11.7 ml (1.5 equiv.) of thionyl chloride was added dropwise over ten minutes. The solution was stirred overnight at room temperature and the solvent was removed under vacuum. The crude product was redissolved in 100 ml of toluene and the solvent was again removed under vacuum in order to eliminate excess thionyl chloride, providing crude product as a dark oil. The material was purified by s... The reactants are COC(C(=CC(N(C)CC1=CC(=C(C=C1)Cl)Cl)=O)O)=O ((3,4-Dichloro-benzyl-methyl-carbamoyl]-2-hydroxy-acrylic acid methyl ester), COC(C(=CC(N(C)CC1=CC(=C(C=C1)Cl)Cl)=O)O)=O ((3,4-Dichloro-benzyl-methyl-carbamoyl]-2-hydroxy-acrylic acid methyl ester), C=O (paraformaldehyde), N[C@@H](CC(N)=O)C(=O)O (asparagine), ClC=1C=C(CN(C(=O)C=2CN(C(C2O)=O)C)C)C=CC1Cl (4-Hydroxy-1-methyl-5-oxo-2,5-dihydro-1H-pyrrole-3-carboxylic acid (3,4-dichloro-benzyl)-methyl amide). The product is ClC=1C=C(CN(C(=O)C2=C(C(N(C2)C(C(=O)O)CC(=O)N)=O)O)C)C=CC1Cl (2-{4-[(3,4-Dichloro-benzyl)-methyl-carbamoyl]-3-hydroxy-2-oxo-2,5-dihydro-pyrrol-1-yl}-succinamic acid). Isolated yield 6.0%. Reaction SMILES: COC(=O)C(O)=CC(=O)N(CC1C=CC(Cl)=C(Cl)C=1)C.C=O.[NH2:23][C@H:24]([C:29]([OH:31])=[O:30])[CH2:25][C:26](=[O:28])[NH2:27].[Cl:32][C:33]1[CH:34]=[C:35]([CH:49]=[CH:50][C:51]=1[Cl:52])[CH2:36][N:37]([CH3:48])[C:38]([C:40]1[CH2:41]N(C)[C:43](=[O:46])[C:44]=1[OH:45])=[O:39]>>[Cl:32][C:33]1[CH:34]=[C:35]([CH:49]=[CH:50][C:51]=1[Cl:52])[CH2:36][N:37]([CH3:48])[C:38]([C:40]1[CH2:41][N:23]([CH:24]([CH2:25][C:26]([NH2:27])=[O:28])[C:29]([OH:31])=[O:30])[C:43](=[O:46])[C:44]=1[OH:45])=[O:39]. Procedure details: 3-[(3,4-Dichloro-benzyl-methyl-carbamoyl]-2-hydroxy-acrylic acid methyl ester (Compound 12-B) was treated with paraformaldehyde and asparagine as described in the preparation of Compound 12. The resulting residue was purified by chromatography (YMC Combiprep ODS-A, 30 mm×50 mm, MeOH/H2O/0.1% TFA) to yield the title compound as a white powder (12 mg, 6% yield). 1H NMR (300 MHz, DMSO) δ: 13.1 (bs, 1H), 11.05 (bs, 1H), 7.62 (d, 1H, J=8.42), 7.53 (s, 1H), 7.51 (s, 1H), 7.25 (bs, 1H), 6.97 (s, 1H), 4... The reactants are COC(C1=C(C=C(C=C1)OCCO)O)=O (2-hydroxy-4-(2-hydroxy-ethoxy)-benzoic acid methyl ester), C(Br)(Br)(Br)Br (carbon tetrabromide), C1(=CC=CC=C1)P(C1=CC=CC=C1)C1=CC=CC=C1 (triphenylphosphine), C(Br)(Br)(Br)Br (carbon tetrabromide), C1(=CC=CC=C1)P(C1=CC=CC=C1)C1=CC=CC=C1 (triphenylphosphine). Run in C(Cl)Cl (methylene chloride). Reaction conditions: time 3 hour. Yields the product COC(C1=C(C=C(C=C1)OCCBr)O)=O (4-(2-bromo-ethoxy)-2-hydroxy-benzoic acid methyl ester). Yield: 78.3%. As a reaction SMILES: [CH3:1][O:2][C:3](=[O:15])[C:4]1[CH:9]=[CH:8][C:7]([O:10][CH2:11][CH2:12]O)=[CH:6][C:5]=1[OH:14].C(Br)(Br)(Br)[Br:17].C1(P(C2C=CC=CC=2)C2C=CC=CC=2)C=CC=CC=1>C(Cl)Cl>[CH3:1][O:2][C:3](=[O:15])[C:4]1[CH:9]=[CH:8][C:7]([O:10][CH2:11][CH2:12][Br:17])=[CH:6][C:5]=1[OH:14]. Procedure details: To a solution of 2-hydroxy-4-(2-hydroxy-ethoxy)-benzoic acid methyl ester (3.025 g, 14.25 mmol) in methylene chloride (80 mL) was added carbon tetrabromide (6.216 g, 18.74 mmol) and triphenylphosphine (5.012 g, 19.10 mmol). The reaction was stirred 3 hours at room temperature then additional carbon tetrabromide (1.967 g, 5.931 mmol) and triphenylphosphine (1.568 g, 5.97 mmol) was added and stirring continued overnight. The reaction mixture was concentrated in vacuo and the residue was purified b... Yields the product C(C)C=1N=C(NC(C1CC)=O)C=1C=C(C=CC1OCCC)NC(=O)NCC (1-(3-(4,5-Diethyl-1,6-dihydro-6-oxopyrimidin-2-yl)-4-n-propoxyphenyl)-3-ethylurea). Yield: 90.0%. As a reaction SMILES: [NH2:1][C:2]1[CH:3]=[CH:4][C:5]([O:19][CH2:20][CH2:21][CH3:22])=[C:6]([C:8]2[NH:13][C:12](=[O:14])[C:11]([CH2:15][CH3:16])=[C:10]([CH2:17][CH3:18])[N:9]=2)[CH:7]=1.[CH2:23]([N:25]=[C:26]=[O:27])[CH3:24]>>[CH2:17]([C:10]1[N:9]=[C:8]([C:6]2[CH:7]=[C:2]([NH:1][C:26]([NH:25][CH2:23][CH3:24])=[O:27])[CH:3]=[CH:4][C:5]=2[O:19][CH2:20][CH2:21][CH3:22])[NH:13][C:12](=[O:14])[C:11]=1[CH2:15][CH3:16])[CH3:18]. The reactants are NC=1C=CC(=C(C1)C1=NC(=C(C(N1)=O)CC)CC)OCCC (2-(5-Amino-2-n-propoxyphenyl)-5,6-diethylpyrimid-4(3H)-one), C(C)N=C=O (ethyl isocyanate). Procedure details: The title compound was prepared by reacting the compound of example 42 with ethyl isocyanate in the same manner as that of example 35. Yield: 90%. 1H NMR (DMSO-d6) δ: 11.76 (1H, br), 8.46 (1H, br), 7.77 (1H, d), 7.57 (1H, dd), 7.06 (1H, d), 6.01 (1H, t), 4.00 (2H, t), 3.09 (2H, m), 2.56 (2H, q), 2.45 (2H, q), 1.73 (2H, m), 1.19 (3H, t), 1.03 (6H, t), 0.97 (3H, t).